This data is from the Open Reaction Database (ORD), a public repository of structured organic reaction records. The task is: describe an organic reaction: reactants, conditions, products, and yield Reactants: NC=1C(=NC=CC1)Cl (3-amino-2-chloropyridine), FC(CO)(F)F (2,2,2-trifluoroethanol), FC(C(=O)O)(F)F (trifluoroacetic acid), N(=O)OC(C)(C)C (t-butyl nitrite), solution, S(=O)(=O)([O-])[O-].[Mg+2] (magnesium sulfate), C([O-])(O)=O.[Na+] (sodium bicarbonate). Reaction conditions: temperature 15 celsius. The product is ClC1=NC=CC=C1OCC(F)(F)F (2-chloro-3-(2,2,2-trifluoroethoxy)pyridine). RXN SMILES: N[C:2]1[C:3]([Cl:8])=[N:4][CH:5]=[CH:6][CH:7]=1.[F:9][C:10]([F:14])([F:13])[CH2:11][OH:12].FC(F)(F)C(O)=O.S([O-])([O-])(=O)=O.[Mg+2].N(OC(C)(C)C)=O.C(=O)(O)[O-].[Na+]>>[Cl:8][C:3]1[C:2]([O:12][CH2:11][C:10]([F:14])([F:13])[F:9])=[CH:7][CH:6]=[CH:5][N:4]=1 |f:3.4,6.7|. Procedure: A reactor vessel is charged with 3-amino-2-chloropyridine (2.7 g, 21 mmol), 2,2,2-trifluoroethanol (15 g, 150 mmol), and trifluoroacetic acid (3.63 g, 31.8 mmol). The solution is cooled to 15° C. and magnesium sulfate (2.6 g) is charged to the vessel. The reagent t-butyl nitrite (2.51 g of a 96% solution, 23.4 mmol) is added drop-wise to the vessel while maintaining the temperature in the range 15° C. to 20° C. The solution is neutralized with aqueous saturated sodium bicarbonate solution and th... Reactants: [Cl-].ClCC1=[NH+]C=C(C(=C1)OC)OC (2-chloromethyl-4,5-dimethoxypyridinium chloride), SC1=NC2=C(N1)C=CC(=C2)OCC(F)(F)F (2-mercapto-5-(2,2,2-trifluoroethoxy)-1H-benzimidazole), O (water). RXN SMILES: [SH:1][C:2]1[NH:6][C:5]2[CH:7]=[CH:8][C:9]([O:11][CH2:12][C:13]([F:16])([F:15])[F:14])=[CH:10][C:4]=2[N:3]=1.[Cl-].Cl[CH2:19][C:20]1[CH:25]=[C:24]([O:26][CH3:27])[C:23]([O:28][CH3:29])=[CH:22][NH+:21]=1.O>C(O)C.[OH-].[Na+]>[CH3:27][O:26][C:24]1[C:23]([O:28][CH3:29])=[CH:22][N:21]=[C:20]([CH2:19][S:1][C:2]2[NH:6][C:5]3[CH:7]=[CH:8][C:9]([O:11][CH2:12][C:13]([F:16])([F:14])[F:15])=[CH:10][C:4]=3[N:3]=2)[CH:25]=1 |f:1.2,5.6|. Procedure: 1.0 g of 2-mercapto-5-(2,2,2-trifluoroethoxy)-1H-benzimidazole is dissolved in 15 ml of ethanol and 8.5 ml of 1N sodium hydroxide solution, 0.90 g of 2-chloromethyl-4,5-dimethoxypyridinium chloride are added and the mixture is stirred for 20 hours. After addition of 30 ml of water, the mixture is extracted three times with 30 ml of methylene chloride each time, the methylene chloride phase is washed once with 5 ml of 0.1N sodium hydroxide solution, the combined organic phases are dried over magn... Run in [OH-].[Na+] (sodium hydroxide), C(C)O (ethanol). The product is COC1=CC(=NC=C1OC)CSC1=NC2=C(N1)C=CC(=C2)OCC(F)(F)F (2-[(4,5-Dimethoxy-2-pyridyl)methylthio]-5-(2,2,2-trifluoroethoxy)-1H-benzimidazole). Reaction conditions: time 20 hour. Procedure details: Into a 10-mL sealed was placed methyl 2-chloro-3-[methyl(propan-2-yl)amino]quinoxaline-6-carboxylate (400 mg, 1.36 mmol), 1,3-benzothiazole (368 mg, 2.72 mmol), Pd(PPh3)4 (80 mg, 0.06 mmol) and AcOK (272 mg, 2.72 mmol) under nitrogen atmosphere. After stirring 4 h at 150° C., the reaction mixture was purified by silica gel column chromatography eluting with 10% ethyl acetate in petroleum ether to afford methyl 2-(1,3-benzothiazol-2-yl)-3-[methyl(propan-2-yl)amino]quinoxaline-6-carboxylate as a l... Reagents/catalysts: C=1C=CC(=CC1)[P](C=2C=CC=CC2)(C=3C=CC=CC3)[Pd]([P](C=4C=CC=CC4)(C=5C=CC=CC5)C=6C=CC=CC6)([P](C=7C=CC=CC7)(C=8C=CC=CC8)C=9C=CC=CC9)[P](C=1C=CC=CC1)(C=1C=CC=CC1)C=1C=CC=CC1 (Pd(PPh3)4). Conditions: temperature 150 celsius, time 4 hour. Yield: 9.4%. The product is S1C(=NC2=C1C=CC=C2)C2=NC1=CC=C(C=C1N=C2N(C(C)C)C)C(=O)OC (methyl 2-(1,3-benzothiazol-2-yl)-3-[methyl(propan-2-yl)amino]quinoxaline-6-carboxylate). As a reaction SMILES: Cl[C:2]1[C:11]([N:12]([CH3:16])[CH:13]([CH3:15])[CH3:14])=[N:10][C:9]2[C:4](=[CH:5][CH:6]=[C:7]([C:17]([O:19][CH3:20])=[O:18])[CH:8]=2)[N:3]=1.[S:21]1[C:25]2[CH:26]=[CH:27][CH:28]=[CH:29][C:24]=2[N:23]=[CH:22]1.C(O[K])(C)=O>C1C=CC([P]([Pd]([P](C2C=CC=CC=2)(C2C=CC=CC=2)C2C=CC=CC=2)([P](C2C=CC=CC=2)(C2C=CC=CC=2)C2C=CC=CC=2)[P](C2C=CC=CC=2)(C2C=CC=CC=2)C2C=CC=CC=2)(C2C=CC=CC=2)C2C=CC=CC=2)=CC=1>[S:21]1[C:25]2[CH:26]=[CH:27][CH:28]=[CH:29][C:24]=2[N:23]=[C:22]1[C:2]1[C:11]([N:12]([CH3:16])[CH:13]([CH3:15])[CH3:14])=[N:10][C:9]2[C:4](=[CH:5][CH:6]=[C:7]([C:17]([O:19][CH3:20])=[O:18])[CH:8]=2)[N:3]=1 |^1:38,40,59,78|. Starting materials: ClC1=NC2=CC=C(C=C2N=C1N(C(C)C)C)C(=O)OC (methyl 2-chloro-3-[methyl(propan-2-yl)amino]quinoxaline-6-carboxylate), S1C=NC2=C1C=CC=C2 (1,3-benzothiazole), C(=O)(C)O[K] (AcOK).